From a dataset of the Open Reaction Database (ORD), a public repository of structured organic reaction records. describe an organic reaction: reactants, conditions, products, and yield The reactants are CCO, N#CCN1CCCOCC1. Product: NCCN1CCCOCC1. RXN SMILES: [CH3:11][CH2:12][OH:13].[O:1]1[CH2:2][CH2:3][N:4]([CH2:8][C:9]#[N:10])[CH2:5][CH2:6][CH2:7]1>>[O:1]1[CH2:2][CH2:3][N:4]([CH2:8][CH2:9][NH2:10])[CH2:5][CH2:6][CH2:7]1. The reactants are CC(C)(C)[Si](C)(C)Cl, O=C(NC1CC(O)C1)OCc1ccccc1, c1ccncc1. The product is CC(C)(C)[Si](C)(C)OC1CC(NC(=O)OCc2ccccc2)C1. Reaction SMILES: [C:17]([CH3:18])([CH3:19])([CH3:20])[Si:21]([CH3:22])([CH3:23])[Cl:24].[CH2:1]([c:2]1[cH:3][cH:4][cH:5][cH:6][cH:7]1)[O:8][C:9](=[O:10])[NH:11][CH:12]1[CH2:13][CH:14]([OH:16])[CH2:15]1.[cH:25]1[cH:26][cH:27][n:28][cH:29][cH:30]1>>[CH2:1]([c:2]1[cH:3][cH:4][cH:5][cH:6][cH:7]1)[O:8][C:9](=[O:10])[NH:11][CH:12]1[CH2:13][CH:14]([O:16][Si:21]([C:17]([CH3:18])([CH3:19])[CH3:20])([CH3:22])[CH3:23])[CH2:15]1. Starting materials: CCOCCn1c(N2CCCN(CCC3(c4ccccc4)CCNC3)CC2)nc2ccccc21, COc1ccc(-n2cnnc2S(C)(=O)=O)cc1C(=O)O, CCN=C=NCCCN(C)C, CO, CCN(C(C)C)C(C)C, ClCCl, Cl, Cl, O, On1nnc2ccccc21. RXN SMILES: [CH2:23]([CH3:24])[O:25][CH2:26][CH2:27][n:28]1[c:29]([N:37]2[CH2:38][CH2:39][N:40]([CH2:44][CH2:45][C:46]3([c:51]4[cH:52][cH:53][cH:54][cH:55][cH:56]4)[CH2:47][NH:48][CH2:49][CH2:50]3)[CH2:41][CH2:42][CH2:43]2)[n:30][c:31]2[c:32]1[cH:33][cH:34][cH:35][cH:36]2.[CH3:1][S:2](=[O:3])(=[O:4])[c:5]1[n:6][n:7][cH:8][n:9]1-[c:10]1[cH:11][cH:12][c:13]([O:19][CH3:20])[c:14]([C:15](=[O:16])[OH:17])[cH:18]1.[CH3:68][N:69]([CH3:70])[CH2:71][CH2:72][CH2:73][N:74]=[C:75]=[N:76][CH2:77][CH3:78].[CH3:91][OH:92].[CH:79]([N:80]([CH:81]([CH3:82])[CH3:83])[CH2:84][CH3:85])([CH3:86])[CH3:87].[Cl:88][CH2:89][Cl:90].[ClH:21].[ClH:22].[OH2:57].[OH:58][n:59]1[c:60]2[cH:61][cH:62][cH:63][cH:64][c:65]2[n:66][n:67]1>>[CH3:1][S:2](=[O:3])(=[O:4])[c:5]1[n:6][n:7][cH:8][n:9]1-[c:10]1[cH:11][cH:12][c:13]([O:19][CH3:20])[c:14]([C:15](=[O:17])[N:48]2[CH2:47][C:46]([CH2:45][CH2:44][N:40]3[CH2:39][CH2:38][N:37]([c:29]4[n:28]([CH2:27][CH2:26][O:25][CH2:23][CH3:24])[c:32]5[c:31]([n:30]4)[cH:36][cH:35][cH:34][cH:33]5)[CH2:43][CH2:42][CH2:41]3)([c:51]3[cH:52][cH:53][cH:54][cH:55][cH:56]3)[CH2:50][CH2:49]2)[cH:18]1. Product: CCOCCn1c(N2CCCN(CCC3(c4ccccc4)CCN(C(=O)c4cc(-n5cnnc5S(C)(=O)=O)ccc4OC)C3)CC2)nc2ccccc21. The reactants are COc1cc2c(cc1C=O)-n1nnnc1CC2, COc1ccc2c(c1)CCCn1nnnc1-2. The product is COc1cc2c(cc1C=O)-c1nnnn1CCC2. As a reaction SMILES: [CH3:17][O:18][c:19]1[cH:20][c:21]2[c:22]([cH:23][c:24]1[CH:25]=[O:26])-[n:27]1[n:28][n:29][n:30][c:31]1[CH2:32][CH2:33]2.[CH3:1][O:2][c:3]1[cH:4][cH:5][c:6]2[c:7]([cH:16]1)[CH2:8][CH2:9][CH2:10][n:11]1[c:12]-2[n:13][n:14][n:15]1>>[CH3:1][O:2][c:3]1[c:4]([CH:17]=[O:18])[cH:5][c:6]2[c:7]([cH:16]1)[CH2:8][CH2:9][CH2:10][n:11]1[c:12]-2[n:13][n:14][n:15]1.